This data is from the Open Reaction Database (ORD), a public repository of structured organic reaction records. The task is: describe an organic reaction: reactants, conditions, products, and yield The reactants are CN(C(=O)C1C(C1)OC1OCCCC1)C (N,N-Dimethyl-2-(tetrahydro-2H-pyran-2-yloxy)cyclopropane-carboxamide), AlLiH4. Solvent: CCOCC (ether), CCOCC (ether). Conditions: temperature 0 celsius. Product: CN(C[C@H]1[C@@H](C1)OC1OCCCC1)C (trans-N,N-Dimethyl-N-{[2-(tetrahydro-2H-pyran-2-yloxy)-cyclopropyl]methyl}amine). As a reaction SMILES: [CH3:1][N:2]([CH3:15])[C:3]([CH:5]1[CH2:7][CH:6]1[O:8][CH:9]1[CH2:14][CH2:13][CH2:12][CH2:11][O:10]1)=O>CCOCC>[CH3:1][N:2]([CH3:15])[CH2:3][C@@H:5]1[CH2:7][C@H:6]1[O:8][CH:9]1[CH2:14][CH2:13][CH2:12][CH2:11][O:10]1. Procedure details: 14 g of the compound obtained in Step 1 in 50 ml of ether are slowly added to a suspension of 3.1 g of AlLiH4 in 120 ml of ether. After 16 hours at reflux, the reaction mixture is cooled to 0° C., hydrolysed, filtered and then concentrated under reduced pressure. Chromatography of the residue over silica gel (dichloromethane/methanol: 90/10) allows the expected product to be isolated in a trans/cis diastereoisomeric ratio of 99/1. Reactants: Cl (HCl), FC=1C=C2C(=C(/C(/C2=CC1)=C/C1=CC=C(C=C1)SC)C)CC(=O)OC (Methyl (Z)-5-fluoro-2-methyl-1-(4-methylthiobenzylidene)inden-3-ylacetate), [H-].C(C(C)C)[Al+]CC(C)C (diisobutyl aluminum hydride), CO (Methanol). Run in O (water), C1(=CC=CC=C1)C (toluene), C1(=CC=CC=C1)C (toluene). Conditions: temperature -70 celsius, time 45 minute. Yields the product FC=1C=C2C(=C(/C(/C2=CC1)=C/C1=CC=C(C=C1)SC)C)CC=O ((Z)-5-Fluoro-2-methyl-1-(4-methylthiobenzylidene)inden-3-ylacetaldehyde). As a reaction SMILES: [F:1][C:2]1[CH:3]=[C:4]2[C:8](=[CH:9][CH:10]=1)/[C:7](=[CH:11]\[C:12]1[CH:17]=[CH:16][C:15]([S:18][CH3:19])=[CH:14][CH:13]=1)/[C:6]([CH3:20])=[C:5]2[CH2:21][C:22](OC)=[O:23].[H-].C([Al+]CC(C)C)C(C)C.CO.Cl>C1(C)C=CC=CC=1.O>[F:1][C:2]1[CH:3]=[C:4]2[C:8](=[CH:9][CH:10]=1)/[C:7](=[CH:11]\[C:12]1[CH:17]=[CH:16][C:15]([S:18][CH3:19])=[CH:14][CH:13]=1)/[C:6]([CH3:20])=[C:5]2[CH2:21][CH:22]=[O:23] |f:1.2|. Procedure: To a solution of the ester from Step 1 (3.39 g, 9.57 mmol) in toluene (75 mL) at −70° C., there was slowly added diisobutyl aluminum hydride (1M) in toluene (12 mL, 12 mmol) and the resulting mixture stirred at −70° C. for 45 minutes. Methanol (10 mL) was added slowly at −70° C., then the mixture was warmed to room temperature and water (100 mL) and 1N aqueous HCl (50 mL) were added. The mixture was shaken and the organic layer collected; the aqueous fraction was extracted with ether and the com... Reactants: O=C([O-])[O-], CC#N, CC(C#N)(NC(=O)c1cccc(CCl)c1)C1CC1, [I-], [K+], [K+], Nc1ccc(C(=O)N2CCNCC2)cc1F, [Na+]. The product is CC(C#N)(NC(=O)c1cccc(CN2CCN(C(=O)c3ccc(N)c(F)c3)CC2)c1)C1CC1. As a reaction SMILES: [C:37](=[O:38])([O-:39])[O-:40].[CH3:43][C:44]#[N:45].[Cl:17][CH2:18][c:19]1[cH:20][c:21]([C:22](=[O:23])[NH:24][C:25]([CH3:26])([CH:27]2[CH2:28][CH2:29]2)[C:30]#[N:31])[cH:32][cH:33][cH:34]1.[I-:36].[K+:41].[K+:42].[NH2:1][c:2]1[c:3]([F:16])[cH:4][c:5]([C:8](=[O:9])[N:10]2[CH2:11][CH2:12][NH:13][CH2:14][CH2:15]2)[cH:6][cH:7]1.[Na+:35]>>[NH2:1][c:2]1[c:3]([F:16])[cH:4][c:5]([C:8](=[O:9])[N:10]2[CH2:11][CH2:12][N:13]([CH2:18][c:19]3[cH:20][c:21]([C:22](=[O:23])[NH:24][C:25]([CH3:26])([CH:27]4[CH2:28][CH2:29]4)[C:30]#[N:31])[cH:32][cH:33][cH:34]3)[CH2:14][CH2:15]2)[cH:6][cH:7]1. Starting materials: NC=1SC(=CC1C(=O)N)C1=CC=C(C=C1)C(C)(C)C#N (2-amino-5-[4-(1-cyano-1-methylethyl)phenyl]thiophene-3-carboxamide), ClC1=NC(=NC=C1)OCC[Si](C)(C)C (4-chloro-2-[2-(trimethylsilyl)ethoxy]pyrimidine). The product is C(#N)C(C)(C)C1=CC=C(C=C1)C1=CC(=C(S1)NC1=NC(=NC=C1)OCC[Si](C)(C)C)C(=O)N (5-[4-(1-Cyano-1-methylethyl)phenyl]-2-({2-[2-(trimethylsilyl)ethoxy]pyrimidin-4-yl}amino)thiophene-3-carboxamide). RXN SMILES: [NH2:1][C:2]1[S:3][C:4]([C:10]2[CH:15]=[CH:14][C:13]([C:16]([C:19]#[N:20])([CH3:18])[CH3:17])=[CH:12][CH:11]=2)=[CH:5][C:6]=1[C:7]([NH2:9])=[O:8].Cl[C:22]1[CH:27]=[CH:26][N:25]=[C:24]([O:28][CH2:29][CH2:30][Si:31]([CH3:34])([CH3:33])[CH3:32])[N:23]=1>>[C:19]([C:16]([C:13]1[CH:14]=[CH:15][C:10]([C:4]2[S:3][C:2]([NH:1][C:26]3[CH:27]=[CH:22][N:23]=[C:24]([O:28][CH2:29][CH2:30][Si:31]([CH3:34])([CH3:33])[CH3:32])[N:25]=3)=[C:6]([C:7]([NH2:9])=[O:8])[CH:5]=2)=[CH:11][CH:12]=1)([CH3:18])[CH3:17])#[N:20]. Reported procedure: The title compound was prepared according to the general procedure in Example 1 using 2-amino-5-[4-(1-cyano-1-methylethyl)phenyl]thiophene-3-carboxamide (100 mg, 0.350 mmol) and 4-chloro-2-[2-(trimethylsilyl)ethoxy]pyrimidine (81 mg, 0.350 mmol) (see J. Het. Chem., 1994, 989-995) as the starting materials. RXN SMILES: [C:1]([CH3:2])([CH3:3])([CH3:4])[O:5][C:6](=[O:7])[N:8]1[CH2:9][CH2:10][N:11]([CH:14]([CH2:15][NH2:16])[c:17]2[c:18]([F:24])[cH:19][c:20]([F:23])[cH:21][cH:22]2)[CH2:12][CH2:13]1.[CH2:25]1[O:26][CH2:27][CH2:28][CH2:29]1.[CH3:38][CH2:39][O:40][C:41]([CH3:42])=[O:43].[Cl:33][C:34](=[O:35])[O:36][CH3:37].[Na+:32].[OH-:31].[OH2:30]>>[C:1]([CH3:2])([CH3:3])([CH3:4])[O:5][C:6](=[O:7])[N:8]1[CH2:9][CH2:10][N:11]([CH:14]([CH2:15][NH:16][C:34](=[O:35])[O:36][CH3:37])[c:17]2[c:18]([F:24])[cH:19][c:20]([F:23])[cH:21][cH:22]2)[CH2:12][CH2:13]1. Reactants: CC(C)(C)OC(=O)N1CCN(C(CN)c2ccc(F)cc2F)CC1, C1CCOC1, CCOC(C)=O, COC(=O)Cl, [Na+], [OH-], O. Yields the product COC(=O)NCC(c1ccc(F)cc1F)N1CCN(C(=O)OC(C)(C)C)CC1.